This data is from the Open Reaction Database (ORD), a public repository of structured organic reaction records. The task is: describe an organic reaction: reactants, conditions, products, and yield The reactants are FC(S(=O)(=O)OC=1C(=CC(=C2C=CC=NC12)Cl)C(C)=O)(F)F (7-Acetyl-5-chloroquinolin-8-yl trifluoromethanesulfonate), Cl.F[C@@H]1CNCC1 ((3S)-3-fluoropyrrolidine hydrochloride), C([O-])([O-])=O.[Cs+].[Cs+] (cesium carbonate). Reagents/catalysts: C(C)(=O)[O-].[Pd+2].C(C)(=O)[O-] (palladium acetate), C1=CC=C(C=C1)P(C2=CC=CC=C2)C3=C(C4=CC=CC=C4C=C3)C5=C(C=CC6=CC=CC=C65)P(C7=CC=CC=C7)C8=CC=CC=C8 ((S)-(−)-2,2′-bis(diphenylphosphino)-1,1′-binaphthyl). Solvent: O1CCCC1 (tetrahydrofuran), ClCCl (dichloromethane). Run at temperature 65 celsius. Yields the product ClC1=C2C=CC=NC2=C(C(=C1)C(C)=O)N1C[C@H](CC1)F (1-{5-Chloro-8-[(3S)-3-fluoropyrrolidin-1-yl]quinolin-7-yl}ethanone). The yield is 100.5%. As a reaction SMILES: FC(F)(F)S(O[C:7]1[C:8]([C:18](=[O:20])[CH3:19])=[CH:9][C:10]([Cl:17])=[C:11]2[C:16]=1[N:15]=[CH:14][CH:13]=[CH:12]2)(=O)=O.Cl.[F:24][C@H:25]1[CH2:29][CH2:28][NH:27][CH2:26]1.C(=O)([O-])[O-].[Cs+].[Cs+]>O1CCCC1.ClCCl.C([O-])(=O)C.[Pd+2].C([O-])(=O)C.C1C=CC(P(C2C=CC3C(=CC=CC=3)C=2C2C3C(=CC=CC=3)C=CC=2P(C2C=CC=CC=2)C2C=CC=CC=2)C2C=CC=CC=2)=CC=1>[Cl:17][C:10]1[CH:9]=[C:8]([C:18](=[O:20])[CH3:19])[C:7]([N:27]2[CH2:28][CH2:29][C@H:25]([F:24])[CH2:26]2)=[C:16]2[C:11]=1[CH:12]=[CH:13][CH:14]=[N:15]2 |f:1.2,3.4.5,8.9.10|. Procedure details: A stirred mixture of 7-acetyl-5-chloroquinolin-8-yl trifluoromethanesulfonate (0.12 g, 0.34 mmol, from Example 47, Step 2), (3S)-3-fluoropyrrolidine hydrochloride (0.051 g, 0.41 mmol), palladium acetate (1.5 mg, 0.0068 mmol), (S)-(−)-2,2′-bis(diphenylphosphino)-1,1′-binaphthyl (6.3 mg, 0.010 mmol) and cesium carbonate (0.31 g, 0.95 mmol) in tetrahydrofuran (3 mL) was heated at 65° C. overnight. The mixture was cooled, diluted with dichloromethane and filtered. The filtrate was washed with brine,... Reactants: ClC(C)Cl (dichloroethane), crude material, C(=O)(N1C=NC=C1)N1C=NC=C1 (1,1'-carbonyldiimidazole), C(C)(=O)O (acetic acid), C1NCCC2=CC=CC=C12 (1,2,3,4-tetrahydroisoquinoline). Conditions: time 8 hour. Product: C1N(CCC2=CC=CC=C12)C(=O)OC=1C=C2[C@]3([C@@H](N(C2=CC1)C)N(CC3)C)C ((3aS-cis)-1,2,3,3a,8,8a-Hexahydro-1,3a,8-trimethylpyrrolo[2,3-b]-indol-5-yl 3,4-dihydro-2(1H)-isoquinolinecarboxylate). Isolated yield 49.0%. Reaction SMILES: Cl[CH:2](Cl)[CH3:3].[C:5]([N:12]1[CH:16]=[CH:15]N=[CH:13]1)([N:7]1[CH:11]=[CH:10]N=[CH:8]1)=O.[C:17]([OH:20])(=[O:19])C.[CH2:21]1[C:30]2[C:25](=[CH:26][CH:27]=[CH:28][CH:29]=2)[CH2:24][CH2:23][NH:22]1>>[CH2:21]1[C:30]2[C:25](=[CH:26][CH:27]=[CH:28][CH:29]=2)[CH2:24][CH2:23][N:22]1[C:17]([O:20][C:24]1[CH:25]=[C:26]2[C:16](=[CH:15][CH:23]=1)[N:12]([CH3:13])[C@H:5]1[N:7]([CH3:8])[CH2:11][CH2:10][C@@:2]21[CH3:3])=[O:19]. Reported procedure: To the dichloroethane solution (which contained (-)-eseroline) was added, under N2, 13.2 g (1.0 equiv) of 1,1'-carbonyldiimidazole, as a solid, in one portion. The reaction mixture was cooled in an ice-bath. This was followed by the addition of 13.2 g (3.0 equiv) of glacial acetic acid and 10.8 g (1.07 equiv) of 1,2,3,4-tetrahydroisoquinoline. After stirring overnight, the reaction mixture was washed with 200 mL of water, 200 mL of 0.5N sodium hydroxide solution, and then 200 mL of water. After ...